Task: describe an organic reaction: reactants, conditions, products, and yield. Dataset: the Open Reaction Database (ORD), a public repository of structured organic reaction records Starting materials: COC(C1=CC=C(C=C1)N1CCC(CC1)=O)=O (methyl-4-(4-oxopiperidin-1-yl)-benzoate), DMF-dimethylacetal. Run in O1CCOCC1 (1,4-dioxane). Product: COC(C1=CC=C(C=C1)N1CC(C(CC1)=O)=CN(C)C)=O (Methyl-4-(3-dimethylaminomethylene-4-oxopiperidin-1-yl)-benzoate), solid. The yield is 60.0%. RXN SMILES: [CH3:1][O:2][C:3](=[O:17])[C:4]1[CH:9]=[CH:8][C:7]([N:10]2[CH2:15][CH2:14][C:13](=[O:16])[CH2:12][CH2:11]2)=[CH:6][CH:5]=1>O1CCOCC1>[CH3:1][O:2][C:3](=[O:17])[C:4]1[CH:5]=[CH:6][C:7]([N:10]2[CH2:15][CH2:14][C:13](=[O:16])[C:12](=[CH:7][N:10]([CH3:15])[CH3:11])[CH2:11]2)=[CH:8][CH:9]=1. Procedure details: A solution of methyl-4-(4-oxopiperidin-1-yl)-benzoate (4.06 g, 17.40 mmol) and DMF-dimethylacetal (9.32 mL, 69.61 mmol) in 1,4-dioxane (100 mL) was refluxed for 40 hours. The reaction mixture was concentrated and the residue was eluted through a flash column (silica gel 60, 230-400 mesh, 5% MeOH in EtOAc to 8% MeOH in EtOAc) to obtain the title compound as an orange, crystalline solid (3.00 g, 60%). Reactants: CCn1nc(Br)c([N+](=O)[O-])c1Br, CCO, ClCCl, CC(O)CN, O. Yields the product CCn1nc(Br)c([N+](=O)[O-])c1NCC(C)O. RXN SMILES: [Br:1][c:2]1[n:3][n:4]([CH2:11][CH3:12])[c:5]([Br:10])[c:6]1[N+:7](=[O:8])[O-:9].[CH3:13][CH2:14][OH:15].[Cl:21][CH2:22][Cl:23].[NH2:16][CH2:17][CH:18]([CH3:19])[OH:20].[OH2:24]>>[Br:1][c:2]1[n:3][n:4]([CH2:11][CH3:12])[c:5]([NH:16][CH2:17][CH:18]([CH3:19])[OH:20])[c:6]1[N+:7](=[O:8])[O-:9]. The reagents and catalysts are [Cl-].C(C)[N+](CC1=CC=CC=C1)(CC)CC (triethylbenzylammonium chloride). The solvent is C(Cl)Cl (CH2Cl2). Procedure: 200 ml of 50% aqueous sodium hydroxide solution and 1 g of triethylbenzylammonium chloride are added to a solution of 12.8 g of p-chlorophenol in 100 ml of CH2Cl2 ; 16.2 g of 1-methyl-2-(2-chloroethyl)-piperidine are added dropwise, while stirring; and the reaction mixture is stirred for a further one hour. After customary working up, 1-methyl-2-(2-p-chlorophenoxyethyl)-piperidine is obtained. Hydrochloride, m.p. 139°-140°. Yields the product CN1C(CCCC1)CCOC1=CC=C(C=C1)Cl (1-methyl-2-(2-p-chlorophenoxyethyl)-piperidine). Reaction SMILES: [OH-].[Na+].[Cl:3][C:4]1[CH:9]=[CH:8][C:7]([OH:10])=[CH:6][CH:5]=1.[CH3:11][N:12]1[CH2:17][CH2:16][CH2:15][CH2:14][CH:13]1[CH2:18][CH2:19]Cl>[Cl-].C([N+](CC)(CC)CC1C=CC=CC=1)C.C(Cl)Cl>[CH3:11][N:12]1[CH2:17][CH2:16][CH2:15][CH2:14][CH:13]1[CH2:18][CH2:19][O:10][C:7]1[CH:8]=[CH:9][C:4]([Cl:3])=[CH:5][CH:6]=1 |f:0.1,4.5|. Reactants: CN1C(CCCC1)CCCl (1-methyl-2-(2-chloroethyl)-piperidine), [OH-].[Na+] (sodium hydroxide), ClC1=CC=C(C=C1)O (p-chlorophenol). Reactants: ( b ), CC(CO)C=C (2-methyl-3-buten-1-ol), O1CCCC=C1 (dihydropyran). The reagents and catalysts are C1(=CC=C(C=C1)S(=O)(=O)O)C (p-toluenesulfonic acid). Solvent: CCOCC (ether), CCOCC (ether). Yields the product CC(C=C)COC1OCCCC1 (3-methyl-4-(tetrahydropyran-2-yloxy)-1-butene). Isolated yield 75.3%. Reaction SMILES: [CH3:1][CH:2]([CH:5]=[CH2:6])[CH2:3][OH:4].[O:7]1[CH:12]=[CH:11][CH2:10][CH2:9][CH2:8]1>CCOCC.C1(C)C=CC(S(O)(=O)=O)=CC=1>[CH3:1][CH:2]([CH2:3][O:4][CH:8]1[CH2:9][CH2:10][CH2:11][CH2:12][O:7]1)[CH:5]=[CH2:6]. Procedure: To a suspension of magnesium turnings (50.4 g, 2.1 m) in ether (1500 ml) under a nitrogen atmosphere is added a solution of crotyl bromide (135.0 g, 1.0 m) in ether (125 ml), at room temperature over a period of four hours. The reaction mixture is then cooled to 0° C. and formaldehyde [formed by pyrolysis of paraformaldehyde (45.0 g, 0.5 ml)] is bubbled through the mixture. The resulting mixture is allowed to come to room temperature and stirred overnight. The reaction mixture is then decanted i... The reactants are ClC(C(Br)(Cl)Cl)(Br)Cl (1,1,2,2-tetrachloro-1,2-dibromoethane), C(C1=CC=CC=C1)C=1C=C(CO)C=CC1 (3-benzylbenzyl alcohol), C1(=CC=CC=C1)P(C1=CC=CC=C1)C1=CC=CC=C1 (triphenyl phosphine). Run in C(C)OCC (diethyl ether). Reaction conditions: time 10 minute. Yields the product C(C1=CC=CC=C1)C=1C=C(CBr)C=CC1 (3-benzylbenzyl bromide). Isolated yield 100.5%. Reaction SMILES: [CH2:1]([C:8]1[CH:9]=[C:10]([CH:13]=[CH:14][CH:15]=1)[CH2:11]O)[C:2]1[CH:7]=[CH:6][CH:5]=[CH:4][CH:3]=1.ClC(Cl)(Br)C(Cl)(Cl)[Br:19].C1(P(C2C=CC=CC=2)C2C=CC=CC=2)C=CC=CC=1>C(OCC)C>[CH2:1]([C:8]1[CH:9]=[C:10]([CH:13]=[CH:14][CH:15]=1)[CH2:11][Br:19])[C:2]1[CH:7]=[CH:6][CH:5]=[CH:4][CH:3]=1. Procedure details: A solution of 3-benzylbenzyl alcohol (1.98 g) in diethyl ether (60 cm3) was cooled in an ice bath, and 1,1,2,2-tetrachloro-1,2-dibromoethane (3.90 g) added. When the addition was complete, triphenyl phosphine (3.14 g) was added to the cooled mixture. The reaction mixture was stirred for 10 minutes, then filtered and the solvent evaporated under reduced pressure. The resultant yellow oil was purified by column chromatography on a silica gel support, eluting with petroleum ether (boiling range 60°... Reactants: NC1=NC(=C(C(=C1C#N)C1CCOCC1)C#N)S (2-Amino-6-mercapto-4-(tetrahydro-2H-pyran-4-yl)pyridine-3,5-dicarbonitrile), ClCC=1N=C(SC1)C1=CC=C(C=C1)Cl (4-(chloromethyl)-2-(4-chlorophenyl)-1,3-thiazole), C([O-])(O)=O.[Na+] (sodium bicarbonate). Solvent: CN(C)C=O (DMF). Reaction conditions: time 16 hour. Product: NC1=NC(=C(C(=C1C#N)C1CCOCC1)C#N)SCC=1N=C(SC1)C1=CC=C(C=C1)Cl (2-Amino-6-({[2-(4-chlorophenyl)-1,3-thiazol-4-yl]methyl}thio)-4-(tetrahydro-2H-pyran-4-yl)-pyridine-3,5-dicarbonitrile). Reaction SMILES: [NH2:1][C:2]1[C:7]([C:8]#[N:9])=[C:6]([CH:10]2[CH2:15][CH2:14][O:13][CH2:12][CH2:11]2)[C:5]([C:16]#[N:17])=[C:4]([SH:18])[N:3]=1.Cl[CH2:20][C:21]1[N:22]=[C:23]([C:26]2[CH:31]=[CH:30][C:29]([Cl:32])=[CH:28][CH:27]=2)[S:24][CH:25]=1.C(=O)(O)[O-].[Na+]>CN(C=O)C>[NH2:1][C:2]1[C:7]([C:8]#[N:9])=[C:6]([CH:10]2[CH2:11][CH2:12][O:13][CH2:14][CH2:15]2)[C:5]([C:16]#[N:17])=[C:4]([S:18][CH2:20][C:21]2[N:22]=[C:23]([C:26]3[CH:31]=[CH:30][C:29]([Cl:32])=[CH:28][CH:27]=3)[S:24][CH:25]=2)[N:3]=1 |f:2.3|. Procedure details: 100 mg (0.34 mmol) of the compound from Example 34A, 83 mg (0.34 mmol) of 4-(chloromethyl)-2-(4-chlorophenyl)-1,3-thiazole and 57 mg (0.68 mmol) of sodium bicarbonate are initially charged in 5 ml of dry DMF. The reaction mixture is stirred at RT for 16 h. After removal of the solvent on a rotary evaporator the residue is triturated with about 2 ml of acetonitrile. This results in the formation of a precipitate which is filtered off with suction and dried. Starting materials: CS(C)=O, CO, Cl, NC(=O)c1ccc(C(F)(F)F)cc1F, [K+], [K+], O=C(O)CC1CCNCC1, O=C([O-])[O-]. The product is NC(=O)c1ccc(C(F)(F)F)cc1N1CCC(CC(=O)O)CC1. Reaction SMILES: [CH3:32][S:33]([CH3:34])=[O:35].[CH3:36][OH:37].[ClH:21].[F:1][c:2]1[c:3]([C:4](=[O:5])[NH2:6])[cH:7][cH:8][c:9]([C:11]([F:12])([F:13])[F:14])[cH:10]1.[K+:15].[K+:16].[NH:22]1[CH2:23][CH2:24][CH:25]([CH2:28][C:29](=[O:30])[OH:31])[CH2:26][CH2:27]1.[O-:17][C:18]([O-:19])=[O:20]>>[c:2]1([N:22]2[CH2:23][CH2:24][CH:25]([CH2:28][C:29](=[O:30])[OH:31])[CH2:26][CH2:27]2)[c:3]([C:4](=[O:5])[NH2:6])[cH:7][cH:8][c:9]([C:11]([F:12])([F:13])[F:14])[cH:10]1.